From a dataset of the Open Reaction Database (ORD), a public repository of structured organic reaction records. describe an organic reaction: reactants, conditions, products, and yield The reactants are C(C)(C)(C)OC(=O)N1C(CCC1(C)C)C(C(=O)OC)C(=O)OC (Dimethyl 2-(1-(tert-butoxycarbonyl)-5,5-dimethylpyrrolidin-2-yl)malonate), CC(C)(C)OC(=O)OC(=O)OC(C)(C)C (Boc2O), [OH-].[K+] (KOH). Solvent: C1CCOC1 (THF), CO (MeOH), C1CCOC1 (THF). Conditions: temperature 65 celsius, time 20 hour. Product: C(C)(C)(C)OC(=O)N1C(CCC1(C)C)CC(=O)O (2-(1-(tert-butoxycarbonyl)-5,5-dimethylpyrrolidin-2-yl)acetic acid). The yield is 72.2%. As a reaction SMILES: [C:1]([O:5][C:6]([N:8]1[C:12]([CH3:14])([CH3:13])[CH2:11][CH2:10][CH:9]1[CH:15](C(OC)=O)[C:16]([O:18]C)=[O:17])=[O:7])([CH3:4])([CH3:3])[CH3:2].[OH-].[K+].CC(OC(OC(OC(C)(C)C)=O)=O)(C)C>C1COCC1.CO>[C:1]([O:5][C:6]([N:8]1[C:12]([CH3:13])([CH3:14])[CH2:11][CH2:10][CH:9]1[CH2:15][C:16]([OH:18])=[O:17])=[O:7])([CH3:4])([CH3:2])[CH3:3] |f:1.2|. Procedure details: Dimethyl 2-(1-(tert-butoxycarbonyl)-5,5-dimethylpyrrolidin-2-yl)malonate (220 mg, 0.7 mmol) was placed in 1:1 THF:MeOH (3 mL). KOH (0.8 mL, 1.7 mmol) was then added, and the reaction heated to 65° C. for 6 hours. The reaction was then cooled to room temperature and concentrated to remove the THF and MeOH. The reaction was then acidified with 6M HCl and then heated to 85° C. overnight to achieve decarboxylation. The reaction was then cooled to room temperature and basicified with solid NaOH until... The reactants are CCN(CC)C(=O)C(O)(CC)c1cc[nH]c(=O)c1CO, C=C(C)C(O)(CC)C(=O)O, COCCOC, CO, Cl. Product: CCC1(O)C(=O)OCc2c1cc[nH]c2=O. Reaction SMILES: [CH2:1]([N:2]([CH2:3][CH3:19])[C:4]([C:5]([CH2:6][CH3:7])([c:8]1[c:9]([CH2:15][OH:16])[c:10](=[O:14])[nH:11][cH:12][cH:13]1)[OH:17])=[O:18])[CH3:20].[CH2:21]([C:22]([OH:23])([C:24]([CH3:25])=[CH2:26])[C:27]([OH:28])=[O:29])[CH3:30].[CH2:34]([CH2:35][O:36][CH3:37])[O:38][CH3:39].[CH3:32][OH:33].[ClH:31]>>[C:4]1(=[O:18])[C:5]([CH2:6][CH3:7])([OH:17])[c:8]2[c:9]([c:10](=[O:14])[nH:11][cH:12][cH:13]2)[CH2:15][O:16]1. Reactants: O.NN (hydrazine monohydrate), ClC=1C2=C(N=C(N1)C1=C(C=CC=C1)SCC)C=C(C=N2)C(F)(F)F (4-chloro-2-(2-ethylsulfanylphenyl)-7-trifluoromethylpyrido[3,2-d]pyrimidine), C([O-])(O)=O.[Na+] (sodium bicarbonate). Solvent: C1CCOC1 (THF). Conditions: time 15 minute. Product: C(C)SC1=C(C=CC=C1)C=1N=C(C2=C(N1)C=C(C=N2)C(F)(F)F)NN ([2-(2-ethylsulfanylphenyl)-7-trifluoromethylpyrido[3,2-d]pyrimidin-4-yl]-hydrazine). RXN SMILES: O.[NH2:2][NH2:3].Cl[C:5]1[C:6]2[N:23]=[CH:22][C:21]([C:24]([F:27])([F:26])[F:25])=[CH:20][C:7]=2[N:8]=[C:9]([C:11]2[CH:16]=[CH:15][CH:14]=[CH:13][C:12]=2[S:17][CH2:18][CH3:19])[N:10]=1.C(=O)(O)[O-].[Na+]>C1COCC1>[CH2:18]([S:17][C:12]1[CH:13]=[CH:14][CH:15]=[CH:16][C:11]=1[C:9]1[N:10]=[C:5]([NH:2][NH2:3])[C:6]2[N:23]=[CH:22][C:21]([C:24]([F:27])([F:26])[F:25])=[CH:20][C:7]=2[N:8]=1)[CH3:19] |f:0.1,3.4|. Procedure details: 41 μl of hydrazine monohydrate was added to a mixture of 263 mg of 4-chloro-2-(2-ethylsulfanylphenyl)-7-trifluoromethylpyrido[3,2-d]pyrimidine and 4 ml of THF, under ice cooling, and the mixture was stirred at room temperature for 15 minutes. A saturated aqueous sodium bicarbonate solution was added to the reaction mixture, and the mixture was extracted with t-butyl methyl ether. The organic layer was washed with water and then concentrated under reduced pressure to obtain 246 m of [2-(2-ethylsu... Reactants: O1[C@H](COC2=C1C=CC=C2)C(=O)N2C[C@H](CCC2)C2=CC(=CC=C2)F ((R)-2,3-Dihydrobenzo[1,4]dioxin-2-yl-[(R*)-3-(3-fluorophenyl)piperidin-1-yl]methanone), B.C1CCOC1 (BH3THF). Product: O1[C@H](COC2=C1C=CC=C2)CN2C[C@H](CCC2)C2=CC(=CC=C2)F ((R*)-1-[(S)-1-(2,3-Dihydrobenzo[1,4]dioxin-2-yl)methyl]-3-(3-fluorophenyl)piperidine). Isolated yield 111.4%. RXN SMILES: [O:1]1[C:6]2[CH:7]=[CH:8][CH:9]=[CH:10][C:5]=2[O:4][CH2:3][C@@H:2]1[C:11]([N:13]1[CH2:18][CH2:17][CH2:16][C@H:15]([C:19]2[CH:24]=[CH:23][CH:22]=[C:21]([F:25])[CH:20]=2)[CH2:14]1)=O.B.C1COCC1>>[O:1]1[C:6]2[CH:7]=[CH:8][CH:9]=[CH:10][C:5]=2[O:4][CH2:3][C@@H:2]1[CH2:11][N:13]1[CH2:18][CH2:17][CH2:16][C@H:15]([C:19]2[CH:24]=[CH:23][CH:22]=[C:21]([F:25])[CH:20]=2)[CH2:14]1 |f:1.2|. Reported procedure: (R)-2,3-Dihydrobenzo[1,4]dioxin-2-yl-[(R*)-3-(3-fluorophenyl)piperidin-1-yl]methanone (1.21 g, 3.51 mmol) was treated with BH3THF according to the above general procedure. 1.28 g crude product was obtained. Starting materials: OC=1C=CC=2C3=C(C=NC2C1)N=C(S3)CCC (7-hydroxy-2-propylthiazolo[4,5-c]quinoline), C([O-])([O-])=O.[Cs+].[Cs+] (cesium carbonate), FC1=CC=C(CBr)C=C1 (4-fluorobenzylbromide). Solvent: CN(C)C=O (DMF). Conditions: time 30 minute. Yields the product FC1=CC=C(COC=2C=CC=3C4=C(C=NC3C2)N=C(S4)CCC)C=C1 (7-(4-fluorobenzyloxy)-2-propylthiazolo[4,5-c]quinoline), solid. Yield: 68.0%. RXN SMILES: [OH:1][C:2]1[CH:3]=[CH:4][C:5]2[C:6]3[S:14][C:13]([CH2:15][CH2:16][CH3:17])=[N:12][C:7]=3[CH:8]=[N:9][C:10]=2[CH:11]=1.C(=O)([O-])[O-].[Cs+].[Cs+].[F:24][C:25]1[CH:32]=[CH:31][C:28]([CH2:29]Br)=[CH:27][CH:26]=1>CN(C=O)C>[F:24][C:25]1[CH:32]=[CH:31][C:28]([CH2:29][O:1][C:2]2[CH:3]=[CH:4][C:5]3[C:6]4[S:14][C:13]([CH2:15][CH2:16][CH3:17])=[N:12][C:7]=4[CH:8]=[N:9][C:10]=3[CH:11]=2)=[CH:27][CH:26]=1 |f:1.2.3|. Procedure details: A mixture of 7-hydroxy-2-propylthiazolo[4,5-c]quinoline (0.88 g, 3.6 mmol) and cesium carbonate (2.35 g, 7.20 mmol) in DMF (50 mL) was stirred for 30 min, then 4-fluorobenzylbromide (0.50 mL, 4.0 mmol) was added. After 2 h, the mixture was concentrated in vacuo to remove the DMF. The resulting solid was partitioned between dichloromethane (100 mL) and water (100 mL). The organic layer was washed with water (50 mL) and brine (50 mL), dried over MgSO4, filtered, and concentrated to a light yellow ... As a reaction SMILES: [NH2:1][C:2]1[CH:6]=[C:5]([C:7]2[CH:12]=[CH:11][C:10]([Br:13])=[CH:9][CH:8]=2)[S:4][C:3]=1C(O)=O.CN1CCNCC1.CN1CCCC1=O.CCOC(C)=O>O>[Br:13][C:10]1[CH:9]=[CH:8][C:7]([C:5]2[S:4][CH:3]=[C:2]([NH2:1])[CH:6]=2)=[CH:12][CH:11]=1. Procedure: 3-amino-5-(4-bromophenyl)thiophene-2-carboxylic acid (11.21 mmol), N-methyl piperazine (11.21 mmol) and N-methylpyrrolidinone (13.5 mL) were mixed together The reaction mixture was stirred at 160° C. for 5 hours and cooled down to room temperature. EtOAc and water were added, organics were separated, dried over Na2SO4, concentrated under reduced pressure and filtrated over silica (DCM/MeOH). Diisopropyl ether was added to the crude material and the residue obtained was filtered to give Intermedi... Conditions: temperature 160 celsius, time 5 hour. Isolated yield 44.0%. The solvent is O (water). Product: BrC1=CC=C(C=C1)C1=CC(=CS1)N (5-(4-bromo-phenyl)-thiophen-3-ylamine). Reactants: NC1=C(SC(=C1)C1=CC=C(C=C1)Br)C(=O)O (3-amino-5-(4-bromophenyl)thiophene-2-carboxylic acid), CN1CCNCC1 (N-methyl piperazine), CN1C(CCC1)=O (N-methylpyrrolidinone), CCOC(=O)C (EtOAc).